This data is from the Open Reaction Database (ORD), a public repository of structured organic reaction records. The task is: describe an organic reaction: reactants, conditions, products, and yield Reactants: CC(=O)OC(C)=O, O, COc1c(C)c2c(c(O)c1CC=C(C)CCC(=O)OCCN1CCOCC1)C(=O)OC2, c1ccncc1. Product: COc1c(C)c2c(c(OC(C)=O)c1CC=C(C)CCC(=O)OCCN1CCOCC1)C(=O)OC2. RXN SMILES: [CH3:32][C:33](=[O:34])[O:35][C:36](=[O:37])[CH3:38].[OH2:39].[OH:1][c:2]1[c:3]2[c:7]([c:8]([CH3:30])[c:9]([O:28][CH3:29])[c:10]1[CH2:11][CH:12]=[C:13]([CH2:14][CH2:15][C:16](=[O:17])[O:18][CH2:19][CH2:20][N:21]1[CH2:22][CH2:23][O:24][CH2:25][CH2:26]1)[CH3:27])[CH2:6][O:5][C:4]2=[O:31].[cH:40]1[cH:41][cH:42][n:43][cH:44][cH:45]1>>[O:1]([c:2]1[c:3]2[c:7]([c:8]([CH3:30])[c:9]([O:28][CH3:29])[c:10]1[CH2:11][CH:12]=[C:13]([CH2:14][CH2:15][C:16](=[O:17])[O:18][CH2:19][CH2:20][N:21]1[CH2:22][CH2:23][O:24][CH2:25][CH2:26]1)[CH3:27])[CH2:6][O:5][C:4]2=[O:31])[C:33]([CH3:32])=[O:34]. Reactants: NC1=C(N(C2=CC=C(C=C12)Br)C(=O)OCC)C(C1=CC=CC=C1)=O (3-amino-2-benzoyl-5-bromo-1-(ethoxycarbonyl)indole), C(C)(=O)OCC (ethyl acetate). Run in hexanes. Yields the product C(C)(=O)NC1=C(N(C2=CC=C(C=C12)Br)C(=O)OCC)C(C1=CC=CC=C1)=O (3-Acetylamino-2-benzoyl-5-bromo-1-(ethoxycarbonyl)indole). As a reaction SMILES: [NH2:1][C:2]1[C:10]2[C:5](=[CH:6][CH:7]=[C:8]([Br:11])[CH:9]=2)[N:4]([C:12]([O:14][CH2:15][CH3:16])=[O:13])[C:3]=1[C:17](=[O:24])[C:18]1[CH:23]=[CH:22][CH:21]=[CH:20][CH:19]=1.[C:25](OCC)(=[O:27])[CH3:26]>>[C:25]([NH:1][C:2]1[C:10]2[C:5](=[CH:6][CH:7]=[C:8]([Br:11])[CH:9]=2)[N:4]([C:12]([O:14][CH2:15][CH3:16])=[O:13])[C:3]=1[C:17](=[O:24])[C:18]1[CH:19]=[CH:20][CH:21]=[CH:22][CH:23]=1)(=[O:27])[CH3:26]. Reported procedure: The title compound was prepared according to the procedure described in step 1 of Example 2 (Method A) from 3-amino-2-benzoyl-5-bromo-1-(ethoxycarbonyl)indole (step 2). tlc: Rf=0.3 (33% ethyl acetate in hexanes) Run in C(C)(=O)OC(C)=O (acetic anhydride). As a reaction SMILES: [NH2:1][C:2]1[CH:3]=[N:4][CH:5]=[CH:6][C:7]=1[NH:8][C:9]1[CH:14]=[CH:13][C:12]([C:15]#[N:16])=[CH:11][CH:10]=1.[C:17](OCC)(OCC)(OCC)[CH3:18]>C(OC(=O)C)(=O)C>[C:15]([C:12]1[CH:13]=[CH:14][C:9]([N:8]2[C:7]3[CH:6]=[CH:5][N:4]=[CH:3][C:2]=3[N:1]=[C:17]2[CH3:18])=[CH:10][CH:11]=1)#[N:16]. Reactants: NC=1C=NC=CC1NC1=CC=C(C=C1)C#N (3-Amino-4-[N-(4-cyanophenyl)amino]pyridine), C(C)(OCC)(OCC)OCC (triethyl orthoacetate). Procedure details: A mixture of 3-amino-4-[N-(4-cyanophenyl)amino]pyridine (see part (b)) (9.31 g, 44.3 mmol), triethyl orthoacetate (40 ml) and acetic anhydride (30 ml) was heated under reflux for 2 hours under nitrogen, cooled, then concentrated under reduced pressure The brown residue was dissolved in 1M hydrochloric acid and washed with ethyl acetate (200 ml). The aqueous layer was rendered basic with saturated aqueous ammonia and extracted with dichloromethane (3×200 ml). The combined extracts were washed wit... The product is C(#N)C1=CC=C(C=C1)N1C(=NC=2C=NC=CC21)C (1-(4-Cyanophenyl)-2-methylimidazo[4,5-c]pyridine). Starting materials: N (ammonia), Cl (hydrochloric acid), ClC1=CC2=C(C(OC(N2)=O)=O)C=C1 (7-chloro-2H-3,1-benzoxazine-2,4(1H)-dione), [H-].[Na+] (sodium hydride), BrCC(=O)OCC (ethyl bromoacetate). Run in CN(C=O)C (N,N-dimethylformamide). Run at temperature 5 celsius, time 30 minute. The product is C(N)(=O)C1=C(C=C(C=C1)Cl)NCC(=O)OCC (ethyl N-(2-carbamoyl-5-chlorophenyl)aminoacetate). As a reaction SMILES: [Cl:1][C:2]1[CH:13]=[CH:12][C:5]2[C:6](=[O:11])O[C:8](=O)[NH:9][C:4]=2[CH:3]=1.[H-].[Na+].BrC[C:18]([O:20][CH2:21][CH3:22])=[O:19].[NH3:23].Cl>CN(C)C=O>[C:6]([C:5]1[CH:12]=[CH:13][C:2]([Cl:1])=[CH:3][C:4]=1[NH:9][CH2:8][C:18]([O:20][CH2:21][CH3:22])=[O:19])(=[O:11])[NH2:23] |f:1.2|. Procedure details: To a solution of 7-chloro-2H-3,1-benzoxazine-2,4(1H)-dione (330 g) in N,N-dimethylformamide (3.3 l) was added sodium hydride (60% in mineral oil, 86.8 g) below 20° C. and the mixture was stirred at 5° C. for 30 minutes. To this solution was added ethyl bromoacetate (222 ml) at 10° C. over a 30-minute period and the resulting mixture was stirred at room temperature for 1.5 hours. To this reaction mixture was added 28% aqueous ammonia (696 ml) below 10° C. and the resulting mixture was stirred at ... Reactants: COC1=CC=C(CNC=2N=CC=C3C=CC=NC23)C=C1 (N-(4-methoxybenzyl)-1,7-naphthyridin-8-amine), C(=O)(C(F)(F)F)O (TFA). The solvent is ClCCCl (1,2-dichloroethane). Run at temperature 75 celsius, time 8 hour. Product: COC=1C=NC2=C(N=CC=C2C1)N (3-methoxy-1,7-naphthyridin-8-amine). The yield is 85.2%. RXN SMILES: COC1C=CC(C[NH:8][C:9]2[N:10]=[CH:11][CH:12]=[C:13]3[C:18]=2[N:17]=[CH:16][CH:15]=[CH:14]3)=CC=1.[C:21](O)(C(F)(F)F)=[O:22]>ClCCCl>[CH3:21][O:22][C:15]1[CH:16]=[N:17][C:18]2[C:13]([CH:14]=1)=[CH:12][CH:11]=[N:10][C:9]=2[NH2:8]. Procedure: To a solution of N-(4-methoxybenzyl)-1,7-naphthyridin-8-amine (340 mg, 1.15 mmol) in 1,2-dichloroethane (5.80 mL) was added TFA (2.67 mL, 34.5 mmol). The reaction was stirred at 75° C. for 8 hours and then concentrated. The residue was partitioned between DCM and aqueous sodium bicarbonate. The organic layer was concentrated and purified by silica-gel chromatography, eluting with 50-100% EtOAc in DCM, to provide the title compound (171.7 mg, 0.98 mmol) as an off-white solid. LC/MS (ESI+) m/z=176... Reactants: O (water), C(Cl)Cl (methylene chloride), OC1=CC=C(C=C1)C(C)(C)C1=CC=C(C=C1)O (bisphenol-A), O=C([C@H](O)[C@@H](O)[C@H](O)[C@H](O)CO)[O-].[Na+] (sodium gluconate). Solvent: C(C)N(CC)CC (triethylamine). Conditions: time 60 minute. Product: CC(C)(C1=CC=C(C=C1)O)C2=CC=C(C=C2)O.C(=O)(O)O (Bisphenol-A Polycarbonate). Reaction SMILES: [OH2:1].C(Cl)Cl.[OH:5][C:6]1[CH:11]=[CH:10][C:9]([C:12]([C:15]2[CH:20]=[CH:19][C:18]([OH:21])=[CH:17][CH:16]=2)([CH3:14])[CH3:13])=[CH:8][CH:7]=1.[O:22]=[C:23]([O-:34])[C@@H]([C@H]([C@@H]([C@@H](CO)O)O)O)O.[Na+]>C(N(CC)CC)C>[CH3:14][C:12]([C:9]1[CH:10]=[CH:11][C:6]([OH:5])=[CH:7][CH:8]=1)([C:15]1[CH:16]=[CH:17][C:18]([OH:21])=[CH:19][CH:20]=1)[CH3:13].[C:23]([OH:34])([OH:22])=[O:1] |f:3.4,6.7|. Reported procedure: To a reactor fitted with a mechanical agitator were charged 5.5 liters of deionized water, 10 liters of methylene chloride, 2280 grams (10 moles) of bisphenol-A, 28 milliliters of triethylamine, 3.4 grams of sodium gluconate, and 0.40 mole of chain terminating agent. Phosgene was introduced at the rate of 18 grams/minute and phosgenation is continued for 60 minutes. The pH was maintained at between 8.0 and 10.0 by the addition of 25% aqueous sodium hydroxide. After phosgenation has ceased 4 lite...